This data is from the Open Reaction Database (ORD), a public repository of structured organic reaction records. The task is: describe an organic reaction: reactants, conditions, products, and yield Starting materials: O=C1CCC(=O)N1Br, O=[N+]([O-])C=C1SCCCN1S(=O)(=O)Cc1ccccc1. Yields the product O=[N+]([O-])C(Br)=C1SCCCN1S(=O)(=O)Cc1ccccc1. As a reaction SMILES: [Br:21][N:22]1[C:23](=[O:24])[CH2:25][CH2:26][C:27]1=[O:28].[c:1]1([CH2:7][S:8](=[O:9])(=[O:10])[N:11]2[C:12](=[CH:17][N+:18](=[O:19])[O-:20])[S:13][CH2:14][CH2:15][CH2:16]2)[cH:2][cH:3][cH:4][cH:5][cH:6]1>>[c:1]1([CH2:7][S:8](=[O:9])(=[O:10])[N:11]2[C:12](=[C:17]([N+:18](=[O:19])[O-:20])[Br:21])[S:13][CH2:14][CH2:15][CH2:16]2)[cH:2][cH:3][cH:4][cH:5][cH:6]1. Starting materials: CS(=O)C (dimethyl sulfoxide), C(C)(C)N1CCC(CC1)CO ((1-isopropyl-4-piperidyl)methanol), C(C(=O)Cl)(=O)Cl (Oxalyl chloride), C(O)([O-])=O.[Na+] (sodium hydrogen carbonate). Solvent: ClCCl (dichloromethane), ClCCl (dichloromethane), C(C)N(CC)CC (triethylamine), ClCCl (dichloromethane), O (water). Run at temperature -70 celsius, time 15 minute. Product: C(C)(C)N1CCC(CC1)C=O (1-isopropylpiperidine-4-carbaldehyde). Isolated yield 39.8%. RXN SMILES: C(Cl)(=O)C(Cl)=O.CS(C)=O.[CH:11]([N:14]1[CH2:19][CH2:18][CH:17]([CH2:20][OH:21])[CH2:16][CH2:15]1)([CH3:13])[CH3:12].C(=O)([O-])O.[Na+]>ClCCl.O.C(N(CC)CC)C>[CH:11]([N:14]1[CH2:19][CH2:18][CH:17]([CH:20]=[O:21])[CH2:16][CH2:15]1)([CH3:13])[CH3:12] |f:3.4|. Procedure details: Oxalyl chloride (3.15 ml) was dissolved in 30 ml of dichloromethane, a solution of 3.20 ml of dimethyl sulfoxide in 6 ml of dichloromethane was added thereto at −70° C., the mixture was stirred for 15 minutes, a solution of 2.93 g of (1-isopropyl-4-piperidyl)methanol in 15 ml of dichloromethane was added thereto at −70° C. and the mixture was stirred for 1 hour. After 12.5 ml of triethylamine were added at −70° C., the mixture was raised to room temperature, then water and a saturated aqueous so... Reactants: C(C1=CC=CC=C1)OC(=O)[C@@H](C[C@@H](CC1=CC=C(C=C1)C1=CC=CC=C1)NC(=O)N1N=C(C=C1)C(=O)O)C (1-((1S,3R)-3-benzyloxycarbonyl-1-biphenyl-4-ylmethyl-butylcarbamoyl)-1H-pyrazole-3-carboxylic acid). Reagents/catalysts: [Pd] (Pd/C). Run in CCOC(=O)C (EtOAc). Yields the product C1(=CC=C(C=C1)C[C@H](C[C@@H](C)C(=O)O)NC(=O)N1N=C(C=C1)C(=O)O)C1=CC=CC=C1 (1-((1S,3R)-1-biphenyl-4-ylmethyl-3-carboxy-butylcarbamoyl)-1H-pyrazole-3-carboxylic acid). As a reaction SMILES: C([O:8][C:9]([C@H:11]([CH3:38])[CH2:12][C@H:13]([NH:27][C:28]([N:30]1[CH:34]=[CH:33][C:32]([C:35]([OH:37])=[O:36])=[N:31]1)=[O:29])[CH2:14][C:15]1[CH:20]=[CH:19][C:18]([C:21]2[CH:26]=[CH:25][CH:24]=[CH:23][CH:22]=2)=[CH:17][CH:16]=1)=[O:10])C1C=CC=CC=1>CCOC(C)=O.[Pd]>[C:18]1([C:21]2[CH:26]=[CH:25][CH:24]=[CH:23][CH:22]=2)[CH:19]=[CH:20][C:15]([CH2:14][C@@H:13]([NH:27][C:28]([N:30]2[CH:34]=[CH:33][C:32]([C:35]([OH:37])=[O:36])=[N:31]2)=[O:29])[CH2:12][C@H:11]([C:9]([OH:10])=[O:8])[CH3:38])=[CH:16][CH:17]=1. Procedure: Next, a solution of 1-((1S,3R)-3-benzyloxycarbonyl-1-biphenyl-4-ylmethyl-butylcarbamoyl)-1H-pyrazole-3-carboxylic acid (60 mg, 0.117 mmol) in EtOAc (10 mL) is hydrogenated over 10% Pd/C (40 mg) at 1 atm for 5 hours. The catalyst is filtered through Celite and the filtrate evaporated under reduced pressure. The residue is purified by preparative HPLC using a gradient of 10% MeCN to 100% MeCN (0.1% TFA). Lyophilization of the appropriate fractions furnishes 1-((1S,3R)-1-biphenyl-4-ylmethyl-3-carbo...